Dataset: the Open Reaction Database (ORD), a public repository of structured organic reaction records. Task: describe an organic reaction: reactants, conditions, products, and yield The reactants are FC(C(=O)O)(F)F.S1C(=NC2=C1C=CC=C2)S(=O)(=O)N2C(CNCC2)=O (1-(benzothiazole-2-sulfonyl)-piperazin-2-one trifluoroacetic acid salt), CSCCOC(=O)NC1=NC(N(C=C1)CC(=O)O)=O ([4-N-(2-methylthioethoxycarbonyl)-cytosin-1-yl]-acetic acid). Yields the product S1C(=NC2=C1C=CC=C2)S(=O)(=O)N2C(CN(CC2)C(CN2C(=O)N=C(NC(=O)OCCSC)C=C2)=O)=O (1-(Benzothiazole-2-sulfonyl)-4-{[4-N-(2-methylthioethoxycarbonyl)-cytosin-1-yl]-acetyl}-piperazin-2-one). As a reaction SMILES: FC(F)(F)C(O)=O.[S:8]1[C:12]2[CH:13]=[CH:14][CH:15]=[CH:16][C:11]=2[N:10]=[C:9]1[S:17]([N:20]1[CH2:25][CH2:24][NH:23][CH2:22][C:21]1=[O:26])(=[O:19])=[O:18].[CH3:27][S:28][CH2:29][CH2:30][O:31][C:32]([NH:34][C:35]1[CH:40]=[CH:39][N:38]([CH2:41][C:42](O)=[O:43])[C:37](=[O:45])[N:36]=1)=[O:33]>>[S:8]1[C:12]2[CH:13]=[CH:14][CH:15]=[CH:16][C:11]=2[N:10]=[C:9]1[S:17]([N:20]1[CH2:25][CH2:24][N:23]([C:42](=[O:43])[CH2:41][N:38]2[CH:39]=[CH:40][C:35]([NH:34][C:32]([O:31][CH2:30][CH2:29][S:28][CH3:27])=[O:33])=[N:36][C:37]2=[O:45])[CH2:22][C:21]1=[O:26])(=[O:19])=[O:18] |f:0.1|. Reported procedure: The title compound was synthesized by the reaction of 1-(benzothiazole-2-sulfonyl)-piperazin-2-one trifluoroacetic acid salt with [4-N-(2-methylthioethoxycarbonyl)-cytosin-1-yl]-acetic acid as per the procedure of Example 52. 1H NMR (500 MHz; DMSO-d6) δ 10.72 (brs, 1H), 8.34 (m, 1H), 8.26 (m, 1H), 7.90 (d, 0.6H), 7.84 (d, 0.4H), 7.72 (m, 2H), 7.01 (t, 1H), 4.82 (s, 1.2H), 4.71 (s, 0.8H), 4.45 (s, 0.8H), 4.27 (s, 1.2H), 4.26 (t, 2H), 4.22 (t, 1.2H), 4.07 (t, 0.8H), 3.99 (t, 1.2H), 3.86 (t, 0.8H),... Starting materials: COC(=O)C(C)Br, O=C([O-])[O-], CN(C)C=O, CC=Cc1ccccc1O, [K+], [K+], O, C=CCOc1ccccc1. Product: CC=Cc1ccccc1OC(C)C(=O)OC. As a reaction SMILES: [Br:27][CH:28]([C:29](=[O:30])[O:31][CH3:32])[CH3:33].[C:21](=[O:22])([O-:23])[O-:24].[CH3:35][N:36]([CH3:37])[CH:38]=[O:39].[CH:1](=[CH:2][CH3:3])[c:4]1[c:5]([OH:10])[cH:6][cH:7][cH:8][cH:9]1.[K+:25].[K+:26].[OH2:34].[c:11]1([O:12][CH2:13][CH:14]=[CH2:15])[cH:16][cH:17][cH:18][cH:19][cH:20]1>>[CH:1](=[CH:2][CH3:3])[c:4]1[c:5]([O:10][CH:28]([C:29](=[O:30])[O:31][CH3:32])[CH3:33])[cH:6][cH:7][cH:8][cH:9]1. Reactants: C(C)(=O)O[C@H]1[C@H]([C@@H](O[C@@H]1C1=CC(=NO1)COC(C)=O)N1C2=NC(=NC(=C2N=C1)Cl)Cl)OC(C)=O (acetic acid (2R,3R,4R,5S)-4-acetoxy-5-(3-acetoxymethyl-isoxazol-5-yl)-2-(2,6-dichloro-purin-9-yl)-tetrahydro-furan-3-yl ester), NCC(C1=CC=C(C=C1)O)C1=CC=C(C=C1)O (4,4′-(2-aminoethylidene)bisphenol), NCC(C1=CC=C(C=C1)O)C1=CC=C(C=C1)O (4,4′-(2-aminoethylidene)bisphenol). Yields the product OC1=CC=C(C=C1)C(CNC1=C2N=CN(C2=NC(=N1)Cl)[C@@H]1O[C@@H]([C@H]([C@H]1O)O)C1=CC(=NO1)CO)C1=CC=C(C=C1)O ((2R,3R,4S,5S)-2-{6-[2,2-bis(4-Hydroxy-phenyl)-ethylamino]-2-chloro-purin-9-yl}-5-(3-hydroxymethyl-isoxazol-5-yl)-tetrahydrofuran-3,4-diol). As a reaction SMILES: C([O:4][C@@H:5]1[C@@H:9]([C:10]2[O:14][N:13]=[C:12]([CH2:15][O:16]C(=O)C)[CH:11]=2)[O:8][C@@H:7]([N:20]2[CH:28]=[N:27][C:26]3[C:21]2=[N:22][C:23]([Cl:30])=[N:24][C:25]=3Cl)[C@@H:6]1[O:31]C(=O)C)(=O)C.[NH2:35][CH2:36][CH:37]([C:45]1[CH:50]=[CH:49][C:48]([OH:51])=[CH:47][CH:46]=1)[C:38]1[CH:43]=[CH:42][C:41]([OH:44])=[CH:40][CH:39]=1>>[OH:44][C:41]1[CH:42]=[CH:43][C:38]([CH:37]([C:45]2[CH:46]=[CH:47][C:48]([OH:51])=[CH:49][CH:50]=2)[CH2:36][NH:35][C:25]2[N:24]=[C:23]([Cl:30])[N:22]=[C:21]3[C:26]=2[N:27]=[CH:28][N:20]3[C@H:7]2[C@H:6]([OH:31])[C@H:5]([OH:4])[C@@H:9]([C:10]3[O:14][N:13]=[C:12]([CH2:15][OH:16])[CH:11]=3)[O:8]2)=[CH:39][CH:40]=1. Reported procedure: The title compound is prepared from acetic acid (2R,3R,4R,5S)-4-acetoxy-5-(3-acetoxymethyl-isoxazol-5-yl)-2-(2,6-dichloro-purin-9-yl)-tetrahydro-furan-3-yl ester (WO 99/38877) analogously to (2R,3R,4S,5S)-2-[2-chloro-6-(2,2-diphenyl-ethylamino)-purin-9-yl]-5-(3-hydroxymethyl-isoxazol-5-yl)-tetrahydro-furan-3,4-diol (Intermediate CG) by replacing 2,2-diphenylethylamine with 4,4′-(2-aminoethylidene)bisphenol (Intermediate A). Reactants: C(C=C)C(C(=O)OCC)(CC)C1=CC(=CC=C1)OCC=1C=C2C=CC(N(C2=CC1)C)=O (ethyl 2-allyl-2-[3-(1-methyl-2-oxo-1,2-dihydroquinolin-6-ylmethoxy)phenyl]butyrate), C(C=C)Br (allyl bromide). Product: C(C=C)C(C(=O)OCC)(CC)C1=CC(=CC=C1)OC (ethyl 2-allyl-2-(3-methoxyphenyl)butyrate). As a reaction SMILES: [CH2:1]([C:4]([C:12]1[CH:17]=[CH:16][CH:15]=[C:14]([O:18][CH2:19]C2C=C3C(=CC=2)N(C)C(=O)C=C3)[CH:13]=1)([CH2:10][CH3:11])[C:5]([O:7][CH2:8][CH3:9])=[O:6])[CH:2]=[CH2:3].C(Br)C=C>>[CH2:1]([C:4]([C:12]1[CH:17]=[CH:16][CH:15]=[C:14]([O:18][CH3:19])[CH:13]=1)([CH2:10][CH3:11])[C:5]([O:7][CH2:8][CH3:9])=[O:6])[CH:2]=[CH2:3]. Procedure: The ethyl 2-allyl-2-(3-hydroxyphenyl)butyrate used as a starting material was obtained using the procedures described in the portion of Example 1 which is concerned with the preparation of starting materials except that allyl bromide was used in place of ethyl iodide in the second alkylation step. The intermediate so obtained, ethyl 2-allyl-2-(3-methoxyphenyl)butyrate gave the following characteristic NMR signals: 0.76 (t, 3 H), 1.18 (t, 3 H), 2.05 (m, 2 H), 2.75 (m, 2 H), 3.80 (s, 3 H), 4.15 (q... Starting materials: ClC1=NC=NC(=C1CC)C (4-Chloro-5-ethyl-6-methylpyrimidin), NCCN (1,2-diaminoethane). Run at temperature 150 celsius. The product is Cl.C(C)C=1C(=NC=NC1C)NCCN (N-(5-Ethyl-6-methyl-pyrimidin-4-yl)ethane-1,2-diamine hydrochloride). The yield is 144.8%. Reaction SMILES: [Cl:1][C:2]1[C:7]([CH2:8][CH3:9])=[C:6]([CH3:10])[N:5]=[CH:4][N:3]=1.[NH2:11][CH2:12][CH2:13][NH2:14]>>[ClH:1].[CH2:8]([C:7]1[C:2]([NH:11][CH2:12][CH2:13][NH2:14])=[N:3][CH:4]=[N:5][C:6]=1[CH3:10])[CH3:9] |f:2.3|. Procedure: 4-Chloro-5-ethyl-6-methylpyrimidin (570 mg, 4 mmol) was mixed with 1,2-diaminoethane (2 ml, 30 mmol) and stirred at 150° C. in a closed vessel under microwave heating. The mixture was evaporated to dryness under reduced pressure to yield 1.255 g of a solid. MS (APCI) m/z=181.1 [M+H]+. Reactants: O (water), C(CCCCCCCCCCC)N (dodecylamine), P(O)(O)(O)=O (orthophosphoric acid), solution, C1(\C=C/C(=O)O1)=O (maleic anhydride). The solvent is C=1(C(=CC=CC1)C)C (xylene), C=1(C(=CC=CC1)C)C (xylene). Run at temperature 215 celsius. Product: C(CCCCCCCCCCC)N1C(C=CC1=O)=O (N-dodecyl maleimide). Reaction SMILES: O.[C:2]1(=[O:8])O[C:5](=[O:6])[CH:4]=[CH:3]1.[CH2:9]([NH2:21])[CH2:10][CH2:11][CH2:12][CH2:13][CH2:14][CH2:15][CH2:16][CH2:17][CH2:18][CH2:19][CH3:20].P(=O)(O)(O)O>C1(C)C(C)=CC=CC=1>[CH2:9]([N:21]1[C:5](=[O:6])[CH:4]=[CH:3][C:2]1=[O:8])[CH2:10][CH2:11][CH2:12][CH2:13][CH2:14][CH2:15][CH2:16][CH2:17][CH2:18][CH2:19][CH3:20]. Reported procedure: A glass flask having an inner volume of 3 liters was fitted with a thermometer, a stirrer, and a water separator. In this reactor, 240 g of a solution containing 120 g of maleic anhydride in xylene was placed. Then, a solution containing 220 g of dodecylamine in 1880 g of xylene was added gradually and piecemeal over a period of 120 minutes at 40° C. to the reactor. After the addition was completed, the mixture in the reactor and 65.4 g of orthophosphoric acid (purity 89% by weight) added theret... Starting materials: ClC1=C2C(=NC=C1)C=C(O2)C2=CC(=C(C(=C2)OC)OC)OC (7-chloro-2-(3,4,5-trimethoxyphenyl)furo[3,2-b]pyridine), NCC=1C(=NC=CC1)N(S(=O)(=O)C)C (N-(3-aminomethyl-pyridin-2-yl)-N-methyl-methanesulfonamide), chloro(2-dicyclohexylphosphino-2′,4′,6′-tri-i-propyl-1,1′-biphenyl)[2-(2-aminoethyl)phenyl]palladium(II) methyl-tert.-butyl ether, C([O-])([O-])=O.[K+].[K+] (potassium carbonate). Run at temperature 110 celsius, time 1 hour. Yields the product CN(S(=O)(=O)C)C1=NC=CC=C1CNC1=C2C(=NC=C1)C=C(O2)C2=CC(=C(C(=C2)OC)OC)OC (N-Methyl-N-(3-{[2-(3,4,5-trimethoxy-phenyl)-furo[3,2-b]pyridin-7-ylamino]-methyl}-pyridin-2-yl)-methanesulfonamide). Yield: 33.8%. As a reaction SMILES: Cl[C:2]1[CH:7]=[CH:6][N:5]=[C:4]2[CH:8]=[C:9]([C:11]3[CH:16]=[C:15]([O:17][CH3:18])[C:14]([O:19][CH3:20])=[C:13]([O:21][CH3:22])[CH:12]=3)[O:10][C:3]=12.[NH2:23][CH2:24][C:25]1[C:26]([N:31]([CH3:36])[S:32]([CH3:35])(=[O:34])=[O:33])=[N:27][CH:28]=[CH:29][CH:30]=1.C(=O)([O-])[O-].[K+].[K+]>>[CH3:36][N:31]([C:26]1[C:25]([CH2:24][NH:23][C:2]2[CH:7]=[CH:6][N:5]=[C:4]3[CH:8]=[C:9]([C:11]4[CH:16]=[C:15]([O:17][CH3:18])[C:14]([O:19][CH3:20])=[C:13]([O:21][CH3:22])[CH:12]=4)[O:10][C:3]=23)=[CH:30][CH:29]=[CH:28][N:27]=1)[S:32]([CH3:35])(=[O:34])=[O:33] |f:2.3.4|. Reported procedure: To a dry 10 mL microwave vial with stirbar was added 7-chloro-2-(3,4,5-trimethoxyphenyl)furo[3,2-b]pyridine (50.00 mg; 0.16 mmol; 1.00 eq.), N-(3-aminomethyl-pyridin-2-yl)-N-methyl-methanesulfonamide (40.40 mg; 0.19 mmol; 1.20 eq.), chloro(2-dicyclohexylphosphino-2′,4′,6′-tri-i-propyl-1,1′-biphenyl)[2-(2-aminoethyl)phenyl]palladium(II) methyl-tert.-butyl ether adduct (2.59 mg; 0.003 mmol; 0.02 eq.), and potassium carbonate (30.26 mg; 0.22 mmol; 1.40 eq.). The vial was sealed and flushed with N2.... Reactants: C(C1=CC=CC=C1)N1CC2(C=C(CO2)[Sn](CCCC)(CCCC)CCCC)CCC1 (7-benzyl-3-tributylstannyl-1-oxa-7-azaspiro[4,5]dec-3-ene), BrC1=C(C=CC=C1)OC (2-bromoanisole), [Cl-].[Li+] (lithium chloride). Reagents/catalysts: C=1C=CC(=CC1)[P](C=2C=CC=CC2)(C=3C=CC=CC3)[Pd]([P](C=4C=CC=CC4)(C=5C=CC=CC5)C=6C=CC=CC6)([P](C=7C=CC=CC7)(C=8C=CC=CC8)C=9C=CC=CC9)[P](C=1C=CC=CC1)(C=1C=CC=CC1)C=1C=CC=CC1 (tetrakis(triphenylphosphine)palladium(0)). Run in C1(=CC=CC=C1)C (toluene). Product: C(C1=CC=CC=C1)N1CC2(C=C(CO2)C2=C(C=CC=C2)OC)CCC1 (7-benzyl-3-(2-methoxyphenyl)-1-oxa-7-azaspiro[4,5]dec-3-ene). As a reaction SMILES: [CH2:1]([N:8]1[CH2:30][CH2:29][CH2:28][C:10]2([O:14][CH2:13][C:12]([Sn](CCCC)(CCCC)CCCC)=[CH:11]2)[CH2:9]1)[C:2]1[CH:7]=[CH:6][CH:5]=[CH:4][CH:3]=1.Br[C:32]1[CH:37]=[CH:36][CH:35]=[CH:34][C:33]=1[O:38][CH3:39].[Cl-].[Li+]>C1(C)C=CC=CC=1.C1C=CC([P]([Pd]([P](C2C=CC=CC=2)(C2C=CC=CC=2)C2C=CC=CC=2)([P](C2C=CC=CC=2)(C2C=CC=CC=2)C2C=CC=CC=2)[P](C2C=CC=CC=2)(C2C=CC=CC=2)C2C=CC=CC=2)(C2C=CC=CC=2)C2C=CC=CC=2)=CC=1>[CH2:1]([N:8]1[CH2:30][CH2:29][CH2:28][C:10]2([O:14][CH2:13][C:12]([C:32]3[CH:37]=[CH:36][CH:35]=[CH:34][C:33]=3[O:38][CH3:39])=[CH:11]2)[CH2:9]1)[C:2]1[CH:3]=[CH:4][CH:5]=[CH:6][CH:7]=1 |f:2.3,^1:52,54,73,92|. Procedure: A mixture of 7-benzyl-3-tributylstannyl-1-oxa-7-azaspiro[4,5]dec-3-ene (Desc. 3; 1.68 g, 3.24 mmol), 2-bromoanisole (0.80 ml, 6.42 mmol), lithium chloride (0.94 g, 22 mmol) and tetrakis(triphenylphosphine)palladium(0) (0.37 g, 0.32 mmol) in toluene (40 ml) was degassed then heated at reflux overnight (17 hours). The mixture was allowed to cool, filtered and concentrated in vacuo. The residue was dissolved in ether (100 ml) and extracted with 2M hydrochloric acid (100 ml then 25 ml). The aqueous ... The reactants are CN (Methanamine), CC1(CC(CC1=O)C1=C(C=C(C#N)C=C1)F)C (4-(3,3-dimethyl-4-oxo-cyclopentyl)-3-fluoro-benzonitrile), O.NN (hydrazine monohydrate), C(C)(=O)O (acetic acid). The solvent is C(C)(C)O (isopropyl alcohol). Run at temperature 90 celsius, time 16 hour. The product is CC1(CC(C2=C1NN=C2)C2=C(C=C(C#N)C=C2)F)C ((+/−)-4-(6,6-Dimethyl-4,5-dihydro-1H-cyclopenta[c]pyrazol-4-yl)-3-fluoro-benzonitrile). The yield is 99.0%. RXN SMILES: [CH3:1][NH2:2].[CH3:3][C:4]1([CH3:19])[C:8](=O)[CH2:7][CH:6]([C:10]2[CH:17]=[CH:16][C:13]([C:14]#[N:15])=[CH:12][C:11]=2[F:18])[CH2:5]1.O.[NH2:21]N.C(O)(=O)C>C(O)(C)C>[CH3:3][C:4]1([CH3:19])[C:8]2[NH:21][N:2]=[CH:1][C:7]=2[CH:6]([C:10]2[CH:17]=[CH:16][C:13]([C:14]#[N:15])=[CH:12][C:11]=2[F:18])[CH2:5]1 |f:2.3|. Procedure details: Methanamine, 1,1-dimethoxy-N,N-dimethyl-(42.05 g, 352.84 mmol) is added to 4-(3,3-dimethyl-4-oxo-cyclopentyl)-3-fluoro-benzonitrile (34 g, 117.61 mmol) and the mixture is stirred at 90° C. for 16 hours. The mixture is cooled to ambient temperature and the excess DMF-DMA is evaporated to dryness. To the crude residue is added: isopropyl alcohol (163.20 mL), hydrazine monohydrate (11.78 g. 235.22 mmol), and acetic acid (20.22 mL, 352.84 mmol) and the mixture is stirred at 70° C. for 2 hours. The m...